Dataset: the Open Reaction Database (ORD), a public repository of structured organic reaction records. Task: describe an organic reaction: reactants, conditions, products, and yield Reactants: C(C)(C)(C)C1=NC2=C(N1CC1CCOCC1)C=CC(=C2)S(=O)(=O)Cl (2-tert-butyl-1-(tetrahydro-2H-pyran-4-ylmethyl)-1H-benzimidazole-5-sulfonyl chloride), CNC1=CC=CC=C1 (N-methylaniline). The reagents and catalysts are CN(C)C=1C=CN=CC1 (DMAP). Run in CC#N (MeCN). Yields the product white solid, C(C)(C)(C)C1=NC2=C(N1CC1CCOCC1)C=CC(=C2)S(=O)(=O)N(C2=CC=CC=C2)C (2-tert-Butyl-N-methyl-N-phenyl-1-(tetrahydro-2H-pyran-4-ylmethyl)-1H-benzimidazole-5-sulfonamide). Isolated yield 38.0%. Reaction SMILES: [C:1]([C:5]1[N:9]([CH2:10][CH:11]2[CH2:16][CH2:15][O:14][CH2:13][CH2:12]2)[C:8]2[CH:17]=[CH:18][C:19]([S:21](Cl)(=[O:23])=[O:22])=[CH:20][C:7]=2[N:6]=1)([CH3:4])([CH3:3])[CH3:2].[CH3:25][NH:26][C:27]1[CH:32]=[CH:31][CH:30]=[CH:29][CH:28]=1>CN(C1C=CN=CC=1)C.CC#N>[C:1]([C:5]1[N:9]([CH2:10][CH:11]2[CH2:16][CH2:15][O:14][CH2:13][CH2:12]2)[C:8]2[CH:17]=[CH:18][C:19]([S:21]([N:26]([CH3:25])[C:27]3[CH:32]=[CH:31][CH:30]=[CH:29][CH:28]=3)(=[O:23])=[O:22])=[CH:20][C:7]=2[N:6]=1)([CH3:4])([CH3:3])[CH3:2]. Procedure: Following the same procedure in Example 1, Step A, using 2-tert-butyl-1-(tetrahydro-2H-pyran-4-ylmethyl)-1H-benzimidazole-5-sulfonyl chloride (132 mg, 0.36 mmol), N-methylaniline (0.1 mL, 99 mg, 0.92 mmol) and DMAP (120 mg, 0.98 mmol) in MeCN (5 mL). The crude product was purified by MPLC using Hex/EtOAc (4:1) on silica gel to give 59 mg (38% yield) of a white solid as the title compound. 1H NMR (400 MHz, METHANOL-D4) δ 1.42-1.60 (m, 4 H), 1.63 (s, 9 H), 2.24-2.43 (m, 1 H), 3.19 (s, 3 H), 3.28-3... Starting materials: [Br-], Cc1c(CCl)nc2ccccc2c1OCc1ccccc1, C1CCOC1, [Li+]. The product is Cc1c(CBr)nc2ccccc2c1OCc1ccccc1. Reaction SMILES: [Br-:23].[CH2:1]([c:2]1[cH:3][cH:4][cH:5][cH:6][cH:7]1)[O:8][c:9]1[c:10]([CH3:21])[c:11]([CH2:19][Cl:20])[n:12][c:13]2[cH:14][cH:15][cH:16][cH:17][c:18]12.[CH2:24]1[O:25][CH2:26][CH2:27][CH2:28]1.[Li+:22]>>[CH2:1]([c:2]1[cH:3][cH:4][cH:5][cH:6][cH:7]1)[O:8][c:9]1[c:10]([CH3:21])[c:11]([CH2:19][Br:23])[n:12][c:13]2[cH:14][cH:15][cH:16][cH:17][c:18]12. The reactants are NC=1SC=C(N1)C(C(=O)N[C@H]1[C@@H]2N(C(=C(CS2)C[N+]2=CC=C3N2CCCN3)C(=O)[O-])C1=O)=NOCC(=O)OC(C)(C)C (7β-[2-(2-aminothiazol-4-yl}-2-t-butoxycarbonylmethoxyiminoacetamido]-3-(4,5,6,7-tetrahydro-1-pyrazolo[1,5-a]pyrimidinio)methyl-3-cephem-4-carboxylate), C(C)(=O)OCC (ethyl acetate), FC(C(=O)O)(F)F (trifluoroacetic acid). Solvent: C(Cl)Cl (methylene chloride), C1(=CC=CC=C1)OC (anisole). Conditions: time 3 hour. The product is NC=1SC=C(N1)C(C(=O)N[C@H]1[C@@H]2N(C(=C(CS2)C[N+]2=CC=C3N2CCCN3)C(=O)[O-])C1=O)=NOCC(=O)O (7β-[2-(2-aminothiazol-4-yl)-2-carboxymethoxyiminoacetamido] -3-(4,5,6,7-tetrahydro-1-pyrazolo[1,5-a]pyrimidinio)methyl-3-cephem-4-carboxylate). Isolated yield 41.2%. As a reaction SMILES: [NH2:1][C:2]1[S:3][CH:4]=[C:5]([C:7](=[N:33][O:34][CH2:35][C:36]([O:38]C(C)(C)C)=[O:37])[C:8]([NH:10][C@@H:11]2[C:31](=[O:32])[N:13]3[C:14]([C:28]([O-:30])=[O:29])=[C:15]([CH2:18][N+:19]4[N:23]5[CH2:24][CH2:25][CH2:26][NH:27][C:22]5=[CH:21][CH:20]=4)[CH2:16][S:17][C@H:12]23)=[O:9])[N:6]=1.FC(F)(F)C(O)=O.C(OCC)(=O)C>C(Cl)Cl.C1(OC)C=CC=CC=1>[NH2:1][C:2]1[S:3][CH:4]=[C:5]([C:7](=[N:33][O:34][CH2:35][C:36]([OH:38])=[O:37])[C:8]([NH:10][C@@H:11]2[C:31](=[O:32])[N:13]3[C:14]([C:28]([O-:30])=[O:29])=[C:15]([CH2:18][N+:19]4[N:23]5[CH2:24][CH2:25][CH2:26][NH:27][C:22]5=[CH:21][CH:20]=4)[CH2:16][S:17][C@H:12]23)=[O:9])[N:6]=1. Procedure: To a suspension of 7β-[2-(2-aminothiazol-4-yl}-2-t-butoxycarbonylmethoxyiminoacetamido]-3-(4,5,6,7-tetrahydro-1-pyrazolo[1,5-a]pyrimidinio)methyl-3-cephem-4-carboxylate (syn isomer) (800 mg) in methylene chloride (2.4 ml) and anisole (0.8 ml) was added dropwise trifluoroacetic acid (1.6 ml) at 20° C. The stirring was continued for 3 hours at the room temperature. The reaction mixture was poured into ethyl acetate. The resulting precipitates were collected by filtration. The precipitates were dis... The reactants are C(C)(=O)O (acetic acid), C(C(=O)OCC)(=O)OCC (Diethyl oxalate), CC1=C(C=CC(=C1[N+](=O)[O-])N(CCOC1OCCCC1)C)C(F)(F)F (2-methyl-4-[N-methyl-N-[2-(2-tetrahydro-2H-pyranyl) oxyethyl]amino]-3-nitrobenzotrifluoride), [O-]CC.[K+] (potassium ethoxide). Run in O (water), O1CCCC1 (tetrahydrofuran), O1CCCC1 (tetrahydrofuran). Run at time 6 hour. The product is CN(CCOC1OCCCC1)C=1C(=C(C(=CC1)C(F)(F)F)CC(C(=O)OCC)=O)[N+](=O)[O-] (ethyl [3-[N-methyl-N-[2-(2-tetrahydro-2H-pyranyl)oxyethyl]-amino]-2-nitro-6-trifluoromethylphenyl]pyruvate). RXN SMILES: [C:1]([O:8][CH2:9][CH3:10])(=[O:7])[C:2]([O:4]CC)=O.[CH3:11][C:12]1[C:17]([N+:18]([O-:20])=[O:19])=[C:16]([N:21]([CH3:31])[CH2:22][CH2:23][O:24][CH:25]2[CH2:30][CH2:29][CH2:28][CH2:27][O:26]2)[CH:15]=[CH:14][C:13]=1[C:32]([F:35])([F:34])[F:33].[O-]CC.[K+].C(O)(=O)C>O1CCCC1.O>[CH3:31][N:21]([C:16]1[C:17]([N+:18]([O-:20])=[O:19])=[C:12]([CH2:11][C:2](=[O:4])[C:1]([O:8][CH2:9][CH3:10])=[O:7])[C:13]([C:32]([F:34])([F:35])[F:33])=[CH:14][CH:15]=1)[CH2:22][CH2:23][O:24][CH:25]1[CH2:30][CH2:29][CH2:28][CH2:27][O:26]1 |f:2.3|. Reported procedure: Diethyl oxalate (1.94 g, 13.2 mmol) and then a solution of 2-methyl-4-[N-methyl-N-[2-(2-tetrahydro-2H-pyranyl) oxyethyl]amino]-3-nitrobenzotrifluoride (2.40 g, 6.62 mmol) in tetrahydrofuran (40 ml) were added dropwise to a mixture of potassium ethoxide (1.11 g, 13.2 mmol) and tetrahydrofuran (60 ml) at room temperature. The reaction mixture was stirred at room temperature for 6 hours and then cooled to 3° C., and acetic acid (1.59 g, 26.5 mmol) was added dropwise. The reaction mixture thus obtai... The reactants are OC1=CC(NC(=C1)C1=C(C=CC(=C1)OC)F)=O (4-hydroxy-6-(2-fluoro-5-methoxyphenyl) pyridone), [N+](=O)(O)[O-] (nitric acid). The solvent is C(C)(=O)O (acetic acid). Yields the product [N+](=O)([O-])C=1C(NC(=CC1O)C1=C(C=CC(=C1)OC)F)=O (3-nitro4-hydroxy-6-(2-fluoro-5-methoxyphenyl) pyridone). As a reaction SMILES: [OH:1][C:2]1[CH:7]=[C:6]([C:8]2[CH:13]=[C:12]([O:14][CH3:15])[CH:11]=[CH:10][C:9]=2[F:16])[NH:5][C:4](=[O:17])[CH:3]=1.[N+:18]([O-])([OH:20])=[O:19]>C(O)(=O)C>[N+:18]([C:3]1[C:4](=[O:17])[NH:5][C:6]([C:8]2[CH:13]=[C:12]([O:14][CH3:15])[CH:11]=[CH:10][C:9]=2[F:16])=[CH:7][C:2]=1[OH:1])([O-:20])=[O:19]. Procedure details: A suspension of 4-hydroxy-6-(2-fluoro-5-methoxyphenyl) pyridone (345 mg, 1.47 mmol) in acetic acid (5 mL) was treated dropwise with 90% nitric acid (0.8 mL) at room temperature. The resulting homogeneous solution was heated to 55°-60° C. for 5 h during which time a precipitate formed. After cooling to room temperature the yellow solid was collected by filtration, washed thoroughly with water, and dried under vacuum to give pure 3-nitro4-hydroxy-6-(2-fluoro-5-methoxyphenyl) pyridone.